describe an organic reaction: reactants, conditions, products, and yield From a dataset of the Open Reaction Database (ORD), a public repository of structured organic reaction records. Reactants: C(C)(C)(C)OC(=O)N[C@H](CC1=CC=C(C=C1)O)C(=O)O ((R)-N-(t-butoxycarbonyl)tyrosine), S(=O)(=O)(OC)OC (dimethyl sulfate), C(=O)([O-])[O-].[K+].[K+] (K2CO3), C1COCCOCCOCCOCCOCCO1 (18-crown-6-ether), C1(=CC=CC=C1)C (toluene). Reported procedure: A mixture of commercial (R)-N-(t-butoxycarbonyl)tyrosine (2.0 g, 6.35 mmol), dimethyl sulfate (1.3 mL, 14 mmol), K2CO3 (1.93 g, 14 mmol), and 18-crown-6-ether (185 mg, 0.7 mmol) was refluxed in 30 mL of toluene for five hours. After cooling and dilution with H2O, the organic layer was washed with H2O, dried over MgSO4, and concentrated. Chromatography of the residue on silica gel eluting with 20% EtOAc/hexane yielded methyl (R)-α-[N-[(phenylmethoxy)carbonyl]amino]-4-methoxybenzenepropanoate whic... Product: C1(=CC=CC=C1)COC(=O)N[C@@H](C(=O)OC)CC1=CC=C(C=C1)OC (methyl (R)-α-[N-[(phenylmethoxy)carbonyl]amino]-4-methoxybenzenepropanoate). Reaction SMILES: [C:1]([O:5][C:6]([NH:8][C@@H:9]([C:18]([OH:20])=[O:19])[CH2:10][C:11]1[CH:16]=[CH:15][C:14](O)=[CH:13][CH:12]=1)=[O:7])([CH3:4])(C)C.S([O:26][CH3:27])(OC)(=O)=O.C([O-])([O-])=O.[K+].[K+].[CH2:34]1OCCOCCOCCOCCOCCOC1.[C:52]1(C)[CH:57]=[CH:56]C=[CH:54][CH:53]=1>>[C:4]1([CH2:1][O:5][C:6]([NH:8][C@H:9]([CH2:10][C:11]2[CH:12]=[CH:13][C:14]([O:26][CH3:27])=[CH:15][CH:16]=2)[C:18]([O:20][CH3:34])=[O:19])=[O:7])[CH:56]=[CH:57][CH:52]=[CH:53][CH:54]=1 |f:2.3.4|. Reactants: C(C)(=O)O.O[C@H]1[C@@H](COC1)OC1=NC(=NC2=CC=CC=C12)N1CCNCC1 (4-[trans-(4-hydroxytetrahydrofuran-3-yl)oxy]-2-(1-piperazinyl)quinazoline monoacetate), Cl.CO (HCl methanol). Run in CC(=O)C (acetone). Product: Cl.O[C@H]1[C@@H](COC1)OC1=NC(=NC2=CC=CC=C12)N1CCNCC1 (4-[trans-(4-hydroxytetrahydrofuran-3-yl)oxy]-2-(1-piperazinyl) quinazoline monohydrochloride). As a reaction SMILES: C(O)(=O)C.[OH:5][C@@H:6]1[CH2:10][O:9][CH2:8][C@H:7]1[O:11][C:12]1[C:21]2[C:16](=[CH:17][CH:18]=[CH:19][CH:20]=2)[N:15]=[C:14]([N:22]2[CH2:27][CH2:26][NH:25][CH2:24][CH2:23]2)[N:13]=1.[ClH:28].CO>CC(C)=O>[ClH:28].[OH:5][C@@H:6]1[CH2:10][O:9][CH2:8][C@H:7]1[O:11][C:12]1[C:21]2[C:16](=[CH:17][CH:18]=[CH:19][CH:20]=2)[N:15]=[C:14]([N:22]2[CH2:23][CH2:24][NH:25][CH2:26][CH2:27]2)[N:13]=1 |f:0.1,2.3,5.6|. Reported procedure: To a solution of 4-[trans-(4-hydroxytetrahydrofuran-3-yl)oxy]-2-(1-piperazinyl)quinazoline monoacetate (cf. Example 12) (150 mg) in acetone (10 ml) is added 2N HCl-methanol (0.26 ml), and the mixture is evaporated to dryness under reduced pressure, and the residue is washed with acetone. The obtained crystals are recrystallized from methanol-acetone to give 4-[trans-(4-hydroxytetrahydrofuran-3-yl)oxy]-2-(1-piperazinyl) quinazoline monohydrochloride (96 mg) as crystals. Reactants: C(#N)C1=CC=C(C=C1)C1C(=C(N(C=2N1C(NN2)=O)C2=CC(=CC=C2)C(F)(F)F)C)C(=O)N (5-(4-Cyano-phenyl)-7-methyl-3-oxo-8-(3-trifluoromethyl-phenyl)-2,3,5,8-tetrahydro-[1,2,4]triazolo[4,3-a]pyrimidine-6-carboxylic acid amide), CC[N+](CC)(CC)S(=O)(=O)N=C([O-])OC (Burgess reagent). The solvent is C1CCOC1 (THF). Run at time 30 minute. The product is C(#N)C1=CC=C(C=C1)C1C(=C(N(C=2N1C(NN2)=O)C2=CC(=CC=C2)C(F)(F)F)C)C#N (5-(4-Cyano-phenyl)-7-methyl-3-oxo-8-(3-trifluoromethyl-phenyl)-2,3,5,8-tetrahydro-[1,2,4]triazolo[4,3-a]pyrimidine-6-carbonitrile). Isolated yield 38.5%. As a reaction SMILES: [C:1]([C:3]1[CH:8]=[CH:7][C:6]([CH:9]2[N:14]3[C:15](=[O:18])[NH:16][N:17]=[C:13]3[N:12]([C:19]3[CH:24]=[CH:23][CH:22]=[C:21]([C:25]([F:28])([F:27])[F:26])[CH:20]=3)[C:11]([CH3:29])=[C:10]2[C:30]([NH2:32])=O)=[CH:5][CH:4]=1)#[N:2].CC[N+](S(N=C(OC)[O-])(=O)=O)(CC)CC>C1COCC1>[C:1]([C:3]1[CH:8]=[CH:7][C:6]([CH:9]2[N:14]3[C:15](=[O:18])[NH:16][N:17]=[C:13]3[N:12]([C:19]3[CH:24]=[CH:23][CH:22]=[C:21]([C:25]([F:28])([F:27])[F:26])[CH:20]=3)[C:11]([CH3:29])=[C:10]2[C:30]#[N:32])=[CH:5][CH:4]=1)#[N:2]. Procedure details: Intermediate 13 (92 mg, 0.209 mmol) was dissolved in THF (8 mL), and Burgess reagent (150 mg, 0.63 mmol) was added. The reaction mixture was stirred at RT for 30 mins and was then partitioned between EtOAc and water. The organic layer was separated, and the aqueous layer further extracted with EtOAc. The combined organic layers were washed with brine, dried (Na2SO4) and evaporated in vacuo. The resulting residue was purified by silica gel chromatography eluting with 80% EtOAc in cyclohexane as e... The reactants are CCN(C(C)C)C(C)C, Cl, CCOC(=O)C1=C(O)c2ccc(O)c(F)c2C(C)(C)C1=O, CC(C)(C)OC(=O)CN, C1COCCO1. The product is CC(C)(C)OC(=O)CNC(=O)C1=C(O)c2ccc(O)c(F)c2C(C)(C)C1=O. As a reaction SMILES: [CH2:32]([N:33]([CH:34]([CH3:35])[CH3:36])[CH:37]([CH3:38])[CH3:39])[CH3:40].[ClH:22].[F:1][c:2]1[c:3]([OH:21])[cH:4][cH:5][c:6]2[c:11]1[C:10]([CH3:12])([CH3:13])[C:9](=[O:14])[C:8]([C:15](=[O:16])[O:17][CH2:18][CH3:19])=[C:7]2[OH:20].[NH2:23][CH2:24][C:25](=[O:26])[O:27][C:28]([CH3:29])([CH3:30])[CH3:31].[O:41]1[CH2:42][CH2:43][O:44][CH2:45][CH2:46]1>>[F:1][c:2]1[c:3]([OH:21])[cH:4][cH:5][c:6]2[c:11]1[C:10]([CH3:12])([CH3:13])[C:9](=[O:14])[C:8]([C:15](=[O:16])[NH:23][CH2:24][C:25](=[O:26])[O:27][C:28]([CH3:29])([CH3:30])[CH3:31])=[C:7]2[OH:20].